From a dataset of the Open Reaction Database (ORD), a public repository of structured organic reaction records. describe an organic reaction: reactants, conditions, products, and yield Reactants: COC(=O)[C@H]1N(C[C@@H](C1)S(=O)(=O)C1=C(C=CC=C1)C(F)(F)F)C(CC(C)=O)=S ((2S,4R)-1-(3-oxo-thiobutyryl)-4-(2-trifluoromethyl-benzenesulfonyl)-pyrrolidine-2-carboxylic acid methyl ester), COC(=O)[C@@H]1N(C[C@@H](C1)S(=O)(=O)C1=C(C=CC=C1)C(F)(F)F)C=1N(N=C(C1)C)C1=CC(=CC=C1)OC ((2R,4R)-1-[2-(3-methoxy-phenyl)-5-methyl-2H-pyrazol-3-yl]-4-(2-trifluoromethyl-benzenesulfonyl)-pyrrolidine-2-carboxylic acid methyl ester), COC(=O)[C@@H]1N(C[C@@H](C1)S(=O)(=O)C1=C(C=CC=C1)C(F)(F)F)C(CC(C)=O)=S ((2R,4R)-1-(3-oxo-thiobutyryl)-4-(2-trifluoromethyl-benzenesulfonyl)-pyrrolidine-2-carboxylic acid methyl ester), Cl.COC=1C=C(C=CC1)NN (3-methoxyphenylhydrazin hydrochloride). The product is COC(=O)[C@H]1N(C[C@@H](C1)S(=O)(=O)C1=C(C=CC=C1)C(F)(F)F)C=1N(N=C(C1)C)C1=CC(=CC=C1)OC ((2S,4R)-1-[2-(3-Methoxy-phenyl)-5-methyl-2H-pyrazol-3-yl]-4-(2-trifluoromethyl-benzenesulfonyl)-pyrrolidine-2-carboxylic acid methyl ester). As a reaction SMILES: COC([C@@H]1C[C@@H](S(C2C=CC=CC=2C(F)(F)F)(=O)=O)CN1C(=S)CC(=O)C)=O.COC([C@H]1C[C@@H](S(C2C=CC=CC=2C(F)(F)F)(=O)=O)CN1C(=S)CC(=O)C)=O.Cl.COC1C=C(NN)C=CC=1.[CH3:68][O:69][C:70]([C@H:72]1[CH2:76][C@@H:75]([S:77]([C:80]2[CH:85]=[CH:84][CH:83]=[CH:82][C:81]=2[C:86]([F:89])([F:88])[F:87])(=[O:79])=[O:78])[CH2:74][N:73]1[C:90]1[N:91]([C:96]2[CH:101]=[CH:100][CH:99]=[C:98]([O:102][CH3:103])[CH:97]=2)[N:92]=[C:93]([CH3:95])[CH:94]=1)=[O:71]>>[CH3:68][O:69][C:70]([C@@H:72]1[CH2:76][C@@H:75]([S:77]([C:80]2[CH:85]=[CH:84][CH:83]=[CH:82][C:81]=2[C:86]([F:89])([F:88])[F:87])(=[O:79])=[O:78])[CH2:74][N:73]1[C:90]1[N:91]([C:96]2[CH:101]=[CH:100][CH:99]=[C:98]([O:102][CH3:103])[CH:97]=2)[N:92]=[C:93]([CH3:95])[CH:94]=1)=[O:71] |f:2.3|. Procedure details: In analogy to the procedure described in example 192 h, a mixture of (2S,4R)-1-(3-oxo-thiobutyryl)-4-(2-trifluoromethyl-benzenesulfonyl)-pyrrolidine-2-carboxylic acid methyl ester (example 192 g) and of (2R,4R)-1-(3-oxo-thiobutyryl)-4-(2-trifluoromethyl-benzenesulfonyl)-pyrrolidine-2-carboxylic acid methyl ester was reacted with 3-methoxyphenylhydrazin hydrochloride (CAS Reg. No. 39232-91-2) to give a mixture of the title compound and (2R,4R)-1-[2-(3-methoxy-phenyl)-5-methyl-2H-pyrazol-3-yl]-4-(...